From a dataset of the Open Reaction Database (ORD), a public repository of structured organic reaction records. describe an organic reaction: reactants, conditions, products, and yield The reactants are C(C)(C)(C)C1=NNC(=N1)SCC(=O)OCC (3-t-butyl-5-carboethoxymethylthio-1H-1,2,4-triazole), CN(C(=O)Cl)C (dimethylcarbamoyl chloride). The reagents and catalysts are CN(C1=CC=NC=C1)C (4-dimethylaminopyridine). Solvent: N1=CC=CC=C1 (pyridine). Product: CN(C(=O)N1N=C(N=C1SCC(=O)OCC)C(C)(C)C)C (1-dimethylcarbamoyl-3-t-butyl-5-carboethoxymethylthio-1,2,4-triazole). Yield: 85.2%. RXN SMILES: [C:1]([C:5]1[N:9]=[C:8]([S:10][CH2:11][C:12]([O:14][CH2:15][CH3:16])=[O:13])[NH:7][N:6]=1)([CH3:4])([CH3:3])[CH3:2].[CH3:17][N:18]([CH3:22])[C:19](Cl)=[O:20]>CN(C)C1C=CN=CC=1.N1C=CC=CC=1>[CH3:17][N:18]([CH3:22])[C:19]([N:7]1[C:8]([S:10][CH2:11][C:12]([O:14][CH2:15][CH3:16])=[O:13])=[N:9][C:5]([C:1]([CH3:4])([CH3:2])[CH3:3])=[N:6]1)=[O:20]. Procedure details: To 100 g (0.411 mole) of 3-t-butyl-5-carboethoxymethylthio-1H-1,2,4-triazole, 6 g (0.05 mole) of 4-dimethylaminopyridine, and 200 ml of pyridine was added 54 g (0.50 mole) of dimethylcarbamoyl chloride. The resulting solution was refluxed for eight hours and allowed to cool overnight. The reaction mixture was concentrated under vacuum, partitioned between ether and dilute hydrochloric acid. The organic layer was washed with water, brine, dried over magnesium sulfate, and concentrated under vacuu... Procedure: To a 15 mL pressure tube was added a solution of benzyl 2-methyl-1-(methylthio)propan-2-ylcarbamate in absolute ethanol (0.5 mL, 6.8 M) (1.00 g, 3.9 mmol) and methyl iodide (1.23 mL, 5 equiv, 19.7 mmol). The reaction mixture was covered with aluminum foil and left to stir for 3 days. The light yellow suspension was filtered and washed with diethyl ether (20 mL). The mother liquor was concentrated to a deep yellow solid. This solid was recrystallized from isopropyl alcohol and diethyl ether and c... The reactants are CC(CSC)(C)NC(OCC1=CC=CC=C1)=O (benzyl 2-methyl-1-(methylthio)propan-2-ylcarbamate), C(C)O (ethanol), CI (methyl iodide), [Al] (aluminum). Yields the product [I-].C(C1=CC=CC=C1)OC(=O)NC(C[S+](C)C)(C)C ((2-(Benzyloxycarbonylamino)-2-methylpropyl)dimethylsulfonium iodide). Reaction SMILES: [CH3:1][C:2]([NH:7][C:8](=[O:17])[O:9][CH2:10][C:11]1[CH:16]=[CH:15][CH:14]=[CH:13][CH:12]=1)([CH3:6])[CH2:3][S:4][CH3:5].[CH2:18](O)C.C[I:22].[Al]>>[I-:22].[CH2:10]([O:9][C:8]([NH:7][C:2]([CH3:1])([CH3:6])[CH2:3][S+:4]([CH3:18])[CH3:5])=[O:17])[C:11]1[CH:12]=[CH:13][CH:14]=[CH:15][CH:16]=1 |f:4.5|. Run at time 3 day. Reactants: N1=C(C=CC=C1)C1=NC=C(C(=N1)C)C(=O)O (2-(2-pyridyl)-4-methyl-pyrimidine-5-carboxylic acid), NN1C=C(C2=CC(=CC=C12)F)CCC(C)(O)C (4-(1-amino-5-fluoro-1H-indol-3-yl)-2-methyl-butan-2-ol), C[N+]1(CCOCC1)C2=NC(=NC(=N2)OC)OC.[Cl-] (DMTMM). Run in C(=O)([O-])[O-].[Na+].[Na+] (Na2CO3), CN(C)C=O (DMF). Reaction conditions: temperature 50 celsius, time 1 hour. Yields the product FC=1C=C2C(=CN(C2=CC1)NC(=O)C=1C(=NC(=NC1)C1=NC=CC=C1)C)CCC(C)(C)O (4-methyl-2-pyridin-2-yl-pyrimidine-5-carboxylic acid [5-fluoro-3-(3-hydroxy-3-methyl-butyl)-indol-1-yl]-amide). The yield is 26.0%. Reaction SMILES: [N:1]1[CH:6]=[CH:5][CH:4]=[CH:3][C:2]=1[C:7]1[N:12]=[C:11]([CH3:13])[C:10]([C:14]([OH:16])=O)=[CH:9][N:8]=1.[NH2:17][N:18]1[C:26]2[C:21](=[CH:22][C:23]([F:27])=[CH:24][CH:25]=2)[C:20]([CH2:28][CH2:29][C:30]([CH3:33])([OH:32])[CH3:31])=[CH:19]1.C[N+]1(C2N=C(OC)N=C(OC)N=2)CCOCC1.[Cl-]>CN(C=O)C.C([O-])([O-])=O.[Na+].[Na+]>[F:27][C:23]1[CH:22]=[C:21]2[C:26](=[CH:25][CH:24]=1)[N:18]([NH:17][C:14]([C:10]1[C:11]([CH3:13])=[N:12][C:7]([C:2]3[CH:3]=[CH:4][CH:5]=[CH:6][N:1]=3)=[N:8][CH:9]=1)=[O:16])[CH:19]=[C:20]2[CH2:28][CH2:29][C:30]([OH:32])([CH3:31])[CH3:33] |f:2.3,5.6.7|. Procedure: A solution of 2-(2-pyridyl)-4-methyl-pyrimidine-5-carboxylic acid (516 mg, 4 mmol) and 4-(1-amino-5-fluoro-1H-indol-3-yl)-2-methyl-butan-2-ol (566 mg, 4 mmol) in DMF (5 mL) is stirred at 50° C. for 1 h. The mixture is treated with DMTMM (662 mg, 4 mmol) and stirred at 50° C. for 1 h. The mixture is diluted with saturated aqueous Na2CO3 (50 mL), and extracted with EtOAc (3×50 mL). The combined organic layer is dried (Na2SO4), filtered and concentrated in vacuo. The residue is purified by silica g... Reactants: C(=O)([O-])[O-].[Na+].[Na+] (Na2CO3), FC1=C(C=O)C=C(C=C1)F (2,5-difluorobenzaldehyde), C(C1=CC=CC=C1)N(C1=C(C(=C(C=C1)F)C1=NNC=C1C1=CC=NC=C1)F)CC1=CC=CC=C1 (Dibenzyl-[2,4-difluoro-3-(4-pyridin-4-yl-1H-pyrazol-3-yl)-phenyl]-amine), C(#N)[BH3-].[Na+] (sodiumcyanoborohydride). Run in O (water), CO (methanol), C(C)(=O)O (acetic acid), O (water). Reaction conditions: time 5 hour. The product is FC1=C(CNC2=C(C(=C(C=C2)F)C2=NNC=C2C2=CC=NC=C2)F)C=C(C=C1)F ((2,5-difluoro-benzyl)-[2,4-difluoro-3-(4-pyridin-4-yl-1H-pyrazol-3-yl)-phenyl]-amine). Yield: 56.5%. As a reaction SMILES: C([N:8](CC1C=CC=CC=1)[C:9]1[CH:14]=[CH:13][C:12]([F:15])=[C:11]([C:16]2[C:20]([C:21]3[CH:26]=[CH:25][N:24]=[CH:23][CH:22]=3)=[CH:19][NH:18][N:17]=2)[C:10]=1[F:27])C1C=CC=CC=1.[F:35][C:36]1[CH:43]=[CH:42][C:41]([F:44])=[CH:40][C:37]=1[CH:38]=O.C([BH3-])#N.[Na+].C([O-])([O-])=O.[Na+].[Na+]>CO.C(O)(=O)C.O>[F:35][C:36]1[CH:43]=[CH:42][C:41]([F:44])=[CH:40][C:37]=1[CH2:38][NH:8][C:9]1[CH:14]=[CH:13][C:12]([F:15])=[C:11]([C:16]2[C:20]([C:21]3[CH:26]=[CH:25][N:24]=[CH:23][CH:22]=3)=[CH:19][NH:18][N:17]=2)[C:10]=1[F:27] |f:2.3,4.5.6|. Procedure: Dibenzyl-[2,4-difluoro-3-(4-pyridin-4-yl-1H-pyrazol-3-yl)-phenyl]-amine (prepared as described in Example 22) (150 mg, 0.551 mmol) was dissolved in a 1:1:1 mixture of methanol, acetic acid and water (18 mL). Freshly distilled 2,5-difluorobenzaldehyde (0.180 mL, 1.653 mmol, 3 eq) was then added, followed by sodiumcyanoborohydride (2.424 mmol, 4.4 eq) and the mixture was stirred at room temperature for 5 hours. It was then poured into water, basified to pH 10 by addition of a saturated aqueous sol... The reactants are CS(=O)(=O)Cl (methanesulfonyl chloride), B(F)(F)F.CCOCC (BF3.Et2O), C1[C@H](C)O1 ((S)-(−)-propylene oxide), S1C=CC=C1 (thiophene), [Li]CCCC (n-BuLi), CCN(C(C)C)C(C)C (DIPEA). Solvent: C(Cl)Cl (DCM), C(Cl)Cl (DCM), C1CCOC1 (THF), C1CCOC1 (THF). Run at time 30 minute. Product: CS(=O)(=O)O[C@H](CC=1SC=CC1)C ((1S)-1-methyl-2-thien-2-ylethyl methanesulfonate). Isolated yield 68.6%. RXN SMILES: [S:1]1[CH:5]=[CH:4][CH:3]=[CH:2]1.[Li]CCCC.[CH2:11]1[O:14][C@H:12]1[CH3:13].B(F)(F)F.CCOCC.CCN(C(C)C)C(C)C.[CH3:33][S:34](Cl)(=[O:36])=[O:35]>C1COCC1.C(Cl)Cl>[CH3:33][S:34]([O:14][C@@H:12]([CH3:13])[CH2:11][C:2]1[S:1][CH:5]=[CH:4][CH:3]=1)(=[O:36])=[O:35] |f:3.4|. Reported procedure: To a cooled (−78° C.) solution of thiophene (10a) (3.18 g, 37.87 mmol) in THF (20.0 mL) was slowly added n-BuLi (15.15 mL, 2.5 M solution in hexane). After 30 minutes, a solution of (S)-(−)-propylene oxide (11a) (2.0 g, 34.43 mmol) in THF (10 mL) was added followed by BF3.Et2O (4.9 g, 34.43 mmol). The resulting solution was slowly brought to room temperature and stirred for over night. The reaction was quenched with NH4Cl solution (20 mL) and extracted with ether (3×50 mL). The organic extracts ... Reactants: O=C(O)C1Cc2c([nH]c3ccccc23)CN1, CCO, CS(C)=O, [Na+], [OH-], S=C=S, ClCc1cccs1. Product: O=C(O)C1Cc2c([nH]c3ccccc23)CN1C(=S)SCc1cccs1. As a reaction SMILES: [CH2:1]1[NH:2][CH:3]([C:14](=[O:15])[OH:16])[CH2:4][c:5]2[c:6]3[cH:7][cH:8][cH:9][cH:10][c:11]3[nH:12][c:13]21.[CH3:29][CH2:30][OH:31].[CH3:32][S:33]([CH3:34])=[O:35].[Na+:18].[OH-:17].[S:19]=[C:20]=[S:21].[c:22]1([CH2:27][Cl:28])[cH:23][cH:24][cH:25][s:26]1>>[CH2:1]1[N:2]([C:20]([S:19][CH2:27][c:22]2[cH:23][cH:24][cH:25][s:26]2)=[S:21])[CH:3]([C:14](=[O:15])[OH:16])[CH2:4][c:5]2[c:6]3[cH:7][cH:8][cH:9][cH:10][c:11]3[nH:12][c:13]21. The reactants are CCN(CC)C(=O)Cc1cccc(Oc2ccccc2F)c1[N+](=O)[O-], CCOC(C)=O, CCO, [Cl-], [Fe], [NH4+], O. Product: CCN(CC)C(=O)Cc1cccc(Oc2ccccc2F)c1N. RXN SMILES: [CH2:4]([CH3:5])[N:6]([C:7]([CH2:8][c:9]1[c:10]([N+:23]([O-:24])=[O:25])[c:11]([O:15][c:16]2[c:17]([F:22])[cH:18][cH:19][cH:20][cH:21]2)[cH:12][cH:13][cH:14]1)=[O:26])[CH2:27][CH3:28].[CH3:29][CH2:30][O:31][C:32](=[O:33])[CH3:34].[CH3:35][CH2:36][OH:37].[Cl-:1].[Fe:38].[NH4+:2].[OH2:3]>>[CH2:4]([CH3:5])[N:6]([C:7]([CH2:8][c:9]1[c:10]([NH2:23])[c:11]([O:15][c:16]2[c:17]([F:22])[cH:18][cH:19][cH:20][cH:21]2)[cH:12][cH:13][cH:14]1)=[O:26])[CH2:27][CH3:28].